This data is from the Open Reaction Database (ORD), a public repository of structured organic reaction records. The task is: describe an organic reaction: reactants, conditions, products, and yield Starting materials: CCCCc1cn(C(C)(C)C)sc1=NC(=O)C1CCC(C)(C(=O)O)C1(C)C, CCN, Cl. The product is CCCCc1cn(C(C)(C)C)sc1=NC(=O)C1CCC(C)(C(=O)NCC)C1(C)C. RXN SMILES: [CH2:1]([CH2:2][CH2:3][CH3:4])[c:5]1[cH:6][n:7]([C:24]([CH3:25])([CH3:26])[CH3:27])[s:8][c:9]1=[N:10][C:11](=[O:12])[CH:13]1[C:14]([CH3:22])([CH3:23])[C:15]([C:18](=[O:19])[OH:20])([CH3:21])[CH2:16][CH2:17]1.[CH2:29]([CH3:30])[NH2:31].[ClH:28]>>[CH2:1]([CH2:2][CH2:3][CH3:4])[c:5]1[cH:6][n:7]([C:24]([CH3:25])([CH3:26])[CH3:27])[s:8][c:9]1=[N:10][C:11](=[O:12])[CH:13]1[C:14]([CH3:22])([CH3:23])[C:15]([C:18](=[O:20])[NH:31][CH2:29][CH3:30])([CH3:21])[CH2:16][CH2:17]1. Reactants: C1CCNC1, Cc1cc(C(=O)O)cc(Cl)n1, [Na+], [OH-]. Yields the product Cc1cc(C(=O)O)cc(N2CCCC2)n1. As a reaction SMILES: [CH2:12]1[CH2:13][CH2:14][NH:15][CH2:16]1.[Cl:1][c:2]1[cH:3][c:4]([C:5](=[O:6])[OH:7])[cH:8][c:9]([CH3:11])[n:10]1.[Na+:18].[OH-:17]>>[c:2]1([N:15]2[CH2:14][CH2:13][CH2:12][CH2:16]2)[cH:3][c:4]([C:5](=[O:6])[OH:7])[cH:8][c:9]([CH3:11])[n:10]1.